Dataset: the Open Reaction Database (ORD), a public repository of structured organic reaction records. Task: describe an organic reaction: reactants, conditions, products, and yield Starting materials: FC1=C(OC2=C3C(=NC=C2)C=C(S3)I)C=CC(=C1)[N+](=O)[O-] (7-(2-Fluoro-4-nitrophenoxy)-2-iodothieno[3,2-b]pyridine), BrC1=NC=C(C=O)C=C1 (6-bromonicotinaldehyde), bis-trimethyl tin. The reagents and catalysts are C=1C=CC(=CC1)[P](C=2C=CC=CC2)(C=3C=CC=CC3)[Pd]([P](C=4C=CC=CC4)(C=5C=CC=CC5)C=6C=CC=CC6)([P](C=7C=CC=CC7)(C=8C=CC=CC8)C=9C=CC=CC9)[P](C=1C=CC=CC1)(C=1C=CC=CC1)C=1C=CC=CC1 (Pd(PPh3)4). Run in O1CCOCC1 (1,4-dioxane). The product is FC1=C(OC2=C3C(=NC=C2)C=C(S3)C3=NC=C(C=O)C=C3)C=CC(=C1)[N+](=O)[O-] (6-(7-(2-Fluoro-4-nitrophenoxy)thieno[3,2-b]pyridin-2-yl)nicotinaldehyde). The yield is 52.1%. RXN SMILES: [F:1][C:2]1[CH:18]=[C:17]([N+:19]([O-:21])=[O:20])[CH:16]=[CH:15][C:3]=1[O:4][C:5]1[CH:10]=[CH:9][N:8]=[C:7]2[CH:11]=[C:12](I)[S:13][C:6]=12.Br[C:23]1[CH:30]=[CH:29][C:26]([CH:27]=[O:28])=[CH:25][N:24]=1>O1CCOCC1.C1C=CC([P]([Pd]([P](C2C=CC=CC=2)(C2C=CC=CC=2)C2C=CC=CC=2)([P](C2C=CC=CC=2)(C2C=CC=CC=2)C2C=CC=CC=2)[P](C2C=CC=CC=2)(C2C=CC=CC=2)C2C=CC=CC=2)(C2C=CC=CC=2)C2C=CC=CC=2)=CC=1>[F:1][C:2]1[CH:18]=[C:17]([N+:19]([O-:21])=[O:20])[CH:16]=[CH:15][C:3]=1[O:4][C:5]1[CH:10]=[CH:9][N:8]=[C:7]2[CH:11]=[C:12]([C:23]3[CH:30]=[CH:29][C:26]([CH:27]=[O:28])=[CH:25][N:24]=3)[S:13][C:6]=12 |^1:40,42,61,80|. Procedure details: A solution of 399 (1 g, 2.40 mmol) and 6-bromonicotinaldehyde (450 mg, 2.40 mmol) in 1,4-dioxane (10 mL) was treated sequentially with bis-trimethyl tin (500 μL, 787 mg, 2.40 mmol) and Pd(PPh3)4 (270 mg, 0.24 mmol). The reaction mixture was then heated to reflux under nitrogen overnight, cooled, and concentrated. The crude product was purified by flash chromatography using the gradient 5%-10% MeOH in DCM and subsequent trituration by MeOH, providing pure 400 (494 mg, 52% yield). 1H NMR (400 MHz,... Reactants: CO, Cl[Fe](Cl)Cl, Cl, [Fe], O, CC(=Cc1ccc(-n2ccnc2)cc1)[N+](=O)[O-]. Product: CC(=O)Cc1ccc(-n2ccnc2)cc1. RXN SMILES: [CH3:19][OH:20].[Cl:23][Fe:24]([Cl:25])[Cl:26].[ClH:18].[Fe:22].[OH2:21].[n:1]1(-[c:6]2[cH:7][cH:8][c:9]([CH:12]=[C:13]([CH3:14])[N+:15]([O-:16])=[O:17])[cH:10][cH:11]2)[cH:2][n:3][cH:4][cH:5]1>>[n:1]1(-[c:6]2[cH:7][cH:8][c:9]([CH2:12][C:13]([CH3:14])=[O:20])[cH:10][cH:11]2)[cH:2][n:3][cH:4][cH:5]1. Starting materials: O=C(O)C=Cc1ccc(C(=C2CCCCC2)c2ccc(O)cc2)cc1, CCN=C=NCCCN(C)C, CN(C)c1ccncc1, Cl, N, O, On1nnc2ccccc21, c1ccncc1. The product is NC(=O)C=Cc1ccc(C(=C2CCCCC2)c2ccc(O)cc2)cc1. Reaction SMILES: [C:25]1(=[C:31]([c:32]2[cH:33][cH:34][c:35]([CH:38]=[CH:39][C:40](=[O:41])[OH:42])[cH:36][cH:37]2)[c:43]2[cH:44][cH:45][c:46]([OH:49])[cH:47][cH:48]2)[CH2:26][CH2:27][CH2:28][CH2:29][CH2:30]1.[CH3:2][N:3]([CH3:4])[CH2:5][CH2:6][CH2:7][N:8]=[C:9]=[N:10][CH2:11][CH3:12].[CH3:50][N:51]([CH3:52])[c:53]1[cH:54][cH:55][n:56][cH:57][cH:58]1.[ClH:1].[NH3:24].[OH2:13].[OH:14][n:15]1[c:16]2[cH:17][cH:18][cH:19][cH:20][c:21]2[n:22][n:23]1.[cH:59]1[cH:60][cH:61][n:62][cH:63][cH:64]1>>[NH2:3][C:40]([CH:39]=[CH:38][c:35]1[cH:34][cH:33][c:32]([C:31](=[C:25]2[CH2:26][CH2:27][CH2:28][CH2:29][CH2:30]2)[c:43]2[cH:44][cH:45][c:46]([OH:49])[cH:47][cH:48]2)[cH:37][cH:36]1)=[O:41].